From a dataset of the Open Reaction Database (ORD), a public repository of structured organic reaction records. describe an organic reaction: reactants, conditions, products, and yield Reactants: ice water, N1CC(C1)OC1=CC=C(C=C1)C1C(CN(CC1)C(=O)OCC1=CC=CC=C1)OCC=1C=CC2=C(N(C(CO2)=O)CCCOC)C1 (benzyl 4-[4-(azetidin-3-yloxy)phenyl]-3-[4-(3-methoxypropyl)-3-oxo-3,4-dihydro-2H-benzo[1,4]oxazin-6-ylmethoxy]piperidine-1-carboxylate), ClC=1OC2=C(N1)C=CC=C2 (2-chlorobenzoxazole). Run in C(Cl)(Cl)Cl (chloroform). Run at time 20 hour. Yields the product O1C(=NC2=C1C=CC=C2)N2CC(C2)OC2=CC=C(C=C2)C2C(CN(CC2)C(=O)OCC2=CC=CC=C2)OCC=2C=CC1=C(N(C(CO1)=O)CCCOC)C2 (Benzyl 4-[4-(1-benzoxazol-2-ylazetidin-3-yloxy)phenyl]-3-[4-(3-methoxypropyl)-3-oxo-3,4-dihydro-2H-benzo[1,4]oxazin-6-ylmethoxy]piperidine-1-carboxylate), SiO2. Reaction SMILES: [NH:1]1[CH2:4][CH:3]([O:5][C:6]2[CH:11]=[CH:10][C:9]([CH:12]3[CH2:17][CH2:16][N:15]([C:18]([O:20][CH2:21][C:22]4[CH:27]=[CH:26][CH:25]=[CH:24][CH:23]=4)=[O:19])[CH2:14][CH:13]3[O:28][CH2:29][C:30]3[CH:31]=[CH:32][C:33]4[O:38][CH2:37][C:36](=[O:39])[N:35]([CH2:40][CH2:41][CH2:42][O:43][CH3:44])[C:34]=4[CH:45]=3)=[CH:8][CH:7]=2)[CH2:2]1.Cl[C:47]1[O:48][C:49]2[CH:55]=[CH:54][CH:53]=[CH:52][C:50]=2[N:51]=1>C(Cl)(Cl)Cl>[O:48]1[C:49]2[CH:55]=[CH:54][CH:53]=[CH:52][C:50]=2[N:51]=[C:47]1[N:1]1[CH2:4][CH:3]([O:5][C:6]2[CH:11]=[CH:10][C:9]([CH:12]3[CH2:17][CH2:16][N:15]([C:18]([O:20][CH2:21][C:22]4[CH:23]=[CH:24][CH:25]=[CH:26][CH:27]=4)=[O:19])[CH2:14][CH:13]3[O:28][CH2:29][C:30]3[CH:31]=[CH:32][C:33]4[O:38][CH2:37][C:36](=[O:39])[N:35]([CH2:40][CH2:41][CH2:42][O:43][CH3:44])[C:34]=4[CH:45]=3)=[CH:8][CH:7]=2)[CH2:2]1. Procedure details: A solution of 0.382 g of benzyl 4-[4-(azetidin-3-yloxy)phenyl]-3-[4-(3-methoxypropyl)-3-oxo-3,4-dihydro-2H-benzo[1,4]oxazin-6-ylmethoxy]piperidine-1-carboxylate in 10 ml of chloroform is admixed at 0-5° C. with 0.156 ml of 2-chlorobenzoxazole. The reaction solution is stirred at room temperature over 20 hours and subsequently poured onto an ice-water mixture. The reaction mixture is extracted with ethyl acetate (2×50 ml) and the combined organic phases are washed with 50 ml of brine, dried over ... Starting materials: BrBr (Bromine), CC1=C(C=CC=C1OC)CCN ({2-[2-methyl-3-(methyloxy)phenyl]ethyl}amine). Run in ClCCl (dichloromethane), ClCCl (dichloromethane). Yields the product BrC1=CC=C(C(=C1CCN)C)OC ({2-[6-Bromo-2-methyl-3-(methyloxy)phenyl]ethyl}amine). The yield is 114.6%. RXN SMILES: [Br:1]Br.[CH3:3][C:4]1[C:9]([O:10][CH3:11])=[CH:8][CH:7]=[CH:6][C:5]=1[CH2:12][CH2:13][NH2:14]>ClCCl>[Br:1][C:6]1[C:5]([CH2:12][CH2:13][NH2:14])=[C:4]([CH3:3])[C:9]([O:10][CH3:11])=[CH:8][CH:7]=1. Procedure: Bromine (2.38 g; 14.9 mmol) in dichloromethane (10 ml) was added to a solution of {2-[2-methyl-3-(methyloxy)phenyl]ethyl}amine (Preparation 10; 2.73 g; 16.52 mmol) in dichloromethane (150 ml) over 3 min at 0° C. Removal of the solvent, trituration with diethyl ether, filtration and drying under vacuum gave the title compound (4.17 g) as a pale orange solid. The reactants are ClC1=CC=C(N=N1)/N=C(\C)/N(C)C ((E)-N′-(6-chloropyridazin-3-yl)-N,N-dimethylacetimidamide), S(=O)(=O)([O-])[O-].[Mg+2] (magnesium sulfate), ClCC(=O)C1=C(C=C(C=C1)Cl)F (2-chloro-1-(4-chloro-2-fluorophenyl)ethanone), [Cl-].[Na+] (sodium chloride). Solvent: CN(C=O)C (dimethylformamide), O (water), CC(OCC)=O (EA), O (water). Run at temperature 120 celsius, time 8 hour. The product is ClC1=CC(=C(C=C1)C(=O)C1=C(N=C2N1N=C(C=C2)Cl)C)F ((4-Chloro-2-fluorophenyl)(6-chloro-2-methylimidazo[1,2-b]pyridazin-3-yl)methanone). Isolated yield 56.6%. Reaction SMILES: [Cl:1][C:2]1[N:7]=[N:6][C:5](/[N:8]=[C:9](/N(C)C)\[CH3:10])=[CH:4][CH:3]=1.Cl[CH2:15][C:16]([C:18]1[CH:23]=[CH:22][C:21]([Cl:24])=[CH:20][C:19]=1[F:25])=[O:17].[Cl-].[Na+].S([O-])([O-])(=O)=O.[Mg+2]>CC(=O)OCC.O.CN(C)C=O>[Cl:24][C:21]1[CH:22]=[CH:23][C:18]([C:16]([C:15]2[N:6]3[N:7]=[C:2]([Cl:1])[CH:3]=[CH:4][C:5]3=[N:8][C:9]=2[CH3:10])=[O:17])=[C:19]([F:25])[CH:20]=1 |f:2.3,4.5|. Procedure: In a round bottom flask combine (E)-N′-(6-chloropyridazin-3-yl)-N,N-dimethylacetimidamide (36.61 g, 184.3 mmol), 2-chloro-1-(4-chloro-2-fluorophenyl)ethanone (38.15 g, 1 equiv.), and dimethylformamide (150 mL). Place under nitrogen then heat at 120° C. for 4 h. Let cool to RT and stir overnight. Dilute with EA (1 L) and water (500 mL). Extract organics three times with water followed by aqueous saturated sodium chloride aqueous. Dry organics over anhydrous magnesium sulfate. Filter and concentra... Reactants: CC(C)C[AlH]CC(C)C, Cc1ccccc1, Cc1ccc(S(=O)(=O)NC(Cc2cn(C3CCCc4cc(C(=O)O)ccc43)nn2)C(N)=O)cc1. As a reaction SMILES: [CH3:35][CH:36]([CH2:37][AlH:38][CH2:39][CH:40]([CH3:41])[CH3:42])[CH3:43].[CH3:44][c:45]1[cH:46][cH:47][cH:48][cH:49][cH:50]1.[NH2:1][C:2]([CH:3]([CH2:4][c:5]1[n:6][n:7][n:8]([CH:10]2[c:11]3[cH:12][cH:13][c:14]([C:20](=[O:21])[OH:22])[cH:15][c:16]3[CH2:17][CH2:18][CH2:19]2)[cH:9]1)[NH:23][S:24](=[O:25])(=[O:26])[c:27]1[cH:28][cH:29][c:30]([CH3:33])[cH:31][cH:32]1)=[O:34]>>[NH2:1][C:2]([CH:3]([CH2:4][c:5]1[n:6][n:7][n:8]([CH:10]2[c:11]3[cH:12][cH:13][c:14]([CH2:20][OH:21])[cH:15][c:16]3[CH2:17][CH2:18][CH2:19]2)[cH:9]1)[NH:23][S:24](=[O:25])(=[O:26])[c:27]1[cH:28][cH:29][c:30]([CH3:33])[cH:31][cH:32]1)=[O:34]. Product: Cc1ccc(S(=O)(=O)NC(Cc2cn(C3CCCc4cc(CO)ccc43)nn2)C(N)=O)cc1. The reactants are ice water, ClC1=C(C=C(C=C1)[N+](=O)[O-])C(F)(F)F (2-chloro-5-nitrobenzotrifluoride), C(C)(C)S (isopropyl mercaptan), [OH-].[Na+] (sodium hydroxide). Solvent: CS(=O)C (DMSO). Run at time 24 hour. Product: C(C)(C)SC1=C(C=C(C=C1)[N+](=O)[O-])C(F)(F)F (4-(Isopropylthio)-3-(trifluoromethyl)nitrobenzene). Isolated yield 99.5%. As a reaction SMILES: Cl[C:2]1[CH:7]=[CH:6][C:5]([N+:8]([O-:10])=[O:9])=[CH:4][C:3]=1[C:11]([F:14])([F:13])[F:12].[CH:15]([SH:18])([CH3:17])[CH3:16].[OH-].[Na+]>CS(C)=O>[CH:15]([S:18][C:2]1[CH:7]=[CH:6][C:5]([N+:8]([O-:10])=[O:9])=[CH:4][C:3]=1[C:11]([F:14])([F:13])[F:12])([CH3:17])[CH3:16] |f:2.3|. Procedure details: To a solution containing 112.8 g (0.5 mole) of 2-chloro-5-nitrobenzotrifluoride and 46 g (0.6 mole) of isopropyl mercaptan in 400 ml of DMSO was added dropwise over 0.5 hour 40 g of 50% aqueous sodium hydroxide. This addition was exothermic to 50° C. After 24 hours, the reaction mixture was poured into ice water and extracted with 3×200 ml of methylene chloride. The combined extracts were washed with water, dried and concentrated to give 132 g (99%) of product as an orange liquid.